From a dataset of the Open Reaction Database (ORD), a public repository of structured organic reaction records. describe an organic reaction: reactants, conditions, products, and yield Starting materials: ClCCCl, CCOC(C)=O, CC(C)(C)OC(=O)NCC1CCNCC1, CN(C)C=O, On1nnc2ccccc21, O=C(O)C1CC1c1ccccc1. Product: CC(C)(C)OC(=O)NCC1CCN(C(=O)C2CC2c2ccccc2)CC1. Reaction SMILES: [CH2:28]([Cl:29])[CH2:30][Cl:31].[CH3:47][CH2:48][O:49][C:50](=[O:51])[CH3:52].[NH:1]1[CH2:2][CH2:3][CH:4]([CH2:7][NH:8][C:9]([O:10][C:11]([CH3:12])([CH3:13])[CH3:14])=[O:15])[CH2:5][CH2:6]1.[O:42]=[CH:43][N:44]([CH3:45])[CH3:46].[OH:32][n:33]1[c:34]2[c:35]([cH:36][cH:37][cH:38][cH:39]2)[n:40][n:41]1.[c:16]1([CH:22]2[CH:23]([C:25](=[O:26])[OH:27])[CH2:24]2)[cH:17][cH:18][cH:19][cH:20][cH:21]1>>[N:1]1([C:25]([CH:23]2[CH:22]([c:16]3[cH:17][cH:18][cH:19][cH:20][cH:21]3)[CH2:24]2)=[O:26])[CH2:2][CH2:3][CH:4]([CH2:7][NH:8][C:9]([O:10][C:11]([CH3:12])([CH3:13])[CH3:14])=[O:15])[CH2:5][CH2:6]1.